Dataset: the Open Reaction Database (ORD), a public repository of structured organic reaction records. Task: describe an organic reaction: reactants, conditions, products, and yield The reactants are OCc1cc(Br)cc(Br)c1, CC(C)(C)[Si](Cl)(c1ccccc1)c1ccccc1, CCOC(C)=O, CN(C)C=O, c1c[nH]cn1. Yields the product CC(C)(C)[Si](OCc1cc(Br)cc(Br)c1)(c1ccccc1)c1ccccc1. RXN SMILES: [Br:6][c:7]1[cH:8][c:9]([CH2:10][OH:11])[cH:12][c:13]([Br:15])[cH:14]1.[C:16]([CH3:17])([CH3:18])([CH3:19])[Si:20]([c:21]1[cH:22][cH:23][cH:24][cH:25][cH:26]1)([c:27]1[cH:28][cH:29][cH:30][cH:31][cH:32]1)[Cl:33].[CH3:39][CH2:40][O:41][C:42](=[O:43])[CH3:44].[O:34]=[CH:35][N:36]([CH3:37])[CH3:38].[nH:1]1[cH:2][cH:3][n:4][cH:5]1>>[Br:6][c:7]1[cH:8][c:9]([CH2:10][O:11][Si:20]([C:16]([CH3:17])([CH3:18])[CH3:19])([c:21]2[cH:22][cH:23][cH:24][cH:25][cH:26]2)[c:27]2[cH:28][cH:29][cH:30][cH:31][cH:32]2)[cH:12][c:13]([Br:15])[cH:14]1. Reactants: [Si](C)(C)(C(C)(C)C)OC[C@H]1C[C@H]2[C@H](NC(O2)=O)[C@H]([C@@H]1O)O ((3aR,4R,5R,6R,7aS)-6-(((tert-butyldimethylsilyl)oxy)methyl)-4,5-dihydroxyhexahydrobenzo[d]oxazol-2(3H)-one), C(C1=CC=CC=C1)(=O)Cl (benzoyl chloride). Reagents/catalysts: CN(C1=CC=NC=C1)C (4-dimethylaminopyridine). Run in N1=CC=CC=C1 (pyridine), CCOC(=O)C (EtOAc). Conditions: time 20 hour. Yields the product C(C1=CC=CC=C1)(=O)O[C@H]1[C@@H]([C@H](C[C@H]2[C@@H]1NC(O2)=O)CO[Si](C)(C)C(C)(C)C)OC(C2=CC=CC=C2)=O ((3aS,4R,5R,6R,7aS)-6-(((tert-butyldimethylsilyl)oxy)methyl)-2-oxooctahydrobenzo[d]oxazole-4,5-diyl dibenzoate). The yield is 178.8%. As a reaction SMILES: [Si:1]([O:8][CH2:9][C@@H:10]1[C@@H:19]([OH:20])[C@H:18]([OH:21])[C@H:13]2[NH:14][C:15](=[O:17])[O:16][C@H:12]2[CH2:11]1)([C:4]([CH3:7])([CH3:6])[CH3:5])([CH3:3])[CH3:2].[C:22](Cl)(=[O:29])[C:23]1[CH:28]=[CH:27][CH:26]=[CH:25][CH:24]=1>CN(C)C1C=CN=CC=1.N1C=CC=CC=1.CCOC(C)=O>[C:22]([O:21][C@@H:18]1[C@H:13]2[NH:14][C:15](=[O:17])[O:16][C@H:12]2[CH2:11][C@H:10]([CH2:9][O:8][Si:1]([C:4]([CH3:7])([CH3:5])[CH3:6])([CH3:3])[CH3:2])[C@H:19]1[O:20][C:9](=[O:8])[C:10]1[CH:19]=[CH:18][CH:13]=[CH:12][CH:11]=1)(=[O:29])[C:23]1[CH:28]=[CH:27][CH:26]=[CH:25][CH:24]=1. Reported procedure: To a solution of (3aR,4R,5R,6R,7aS)-6-(((tert-butyldimethylsilyl)oxy)methyl)-4,5-dihydroxyhexahydrobenzo[d]oxazol-2(3H)-one (2.21 g, 7.00 mmol) and 4-dimethylaminopyridine (30 mg, 0.24 mmol) in pyridine (20 mL) at 0° C. was added benzoyl chloride (3.92 g, 27.9 mmol) dropwise. The mixture was stirred at room temperature for 20 h. The reaction was diluted with EtOAc (300 mL), washed with saturated aqueous NaHCO3 water (2×150 mL), 0.5 N HCl (2×100 mL) and brine and dried over MgSO4. The solvent was...